This data is from the Open Reaction Database (ORD), a public repository of structured organic reaction records. The task is: describe an organic reaction: reactants, conditions, products, and yield Reactants: CN(C1=NC(=C(C(N1)=O)CCO)C)C (2-dimethylamino-5-(2-hydroxyethyl)-6-methyl-4(3H)-pyrimidinone), Cl.ClCCC=1C(N(C(=NC1C)N(C)C)CC)=O (5-(2-chloroethyl)-2-(dimethylamino)-3-ethyl-6-methyl-4(3H)-pyrimidinone monohydrochloride), ClCCC=1C(N(C(=NC1C)N(C)C)C)=O (5-(2-chloroethyl)-2-(dimethylamino)-3,6-dimethyl-4(3H)-pyrimidinone), ClCCC=1C(N(C(=NC1C)N(C)C)CCC)=O (5-(2-chloroethyl)-2-(dimethylamino)-6-methyl-3-propyl-4(3H)-pyrimidinone). Product: ClCCC=1C(N(C(=NC1C)NCC)C)=O (5-(2-chloroethyl)-2-(ethylamino)-3,6-dimethyl-4(3H)-pyrimidinone). Reaction SMILES: [CH3:1]N(C)C1NC(=O)C(CCO)=C(C)N=1.[Cl:15][CH2:16][CH2:17][C:18]1[C:19](=[O:29])[N:20]([CH3:28])[C:21]([N:25](C)[CH3:26])=[N:22][C:23]=1[CH3:24].ClCCC1C(=O)N(CCC)C(N(C)C)=NC=1C.Cl.ClCCC1C(=O)N(CC)C(N(C)C)=NC=1C>>[Cl:15][CH2:16][CH2:17][C:18]1[C:19](=[O:29])[N:20]([CH3:28])[C:21]([NH:25][CH2:26][CH3:1])=[N:22][C:23]=1[CH3:24] |f:3.4|. Procedure: and further, following the same procedures 2-dimethylamino-5-(2-hydroxyethyl)-6-methyl-4(3H)-pyrimidinone (Coll. Czech. Chem. Commun., 32, 1582, 1967) was converted into 5-(2-chloroethyl)-2-(dimethylamino)-3,6-dimethyl-4(3H)-pyrimidinone (interm. 32); 5-(2-chloroethyl)-2-(dimethylamino)-6-methyl-3-propyl-4(3H)-pyrimidinone (interm. 33); and 5-(2-chloroethyl)-2-(dimethylamino)-3-ethyl-6-methyl-4(3H)-pyrimidinone monohydrochloride (interm. 34). Starting materials: intermediate 46, C1(CCCC1)N1N=C(C2=C1N=C(C=C2C(=O)OCC)C2CC2)C (ethyl 1-cyclopentyl-6-cyclopropyl-3-methyl-1H-pyrazolo[3,4-b]pyridine-4-carboxylate), [OH-].[Na+] (sodium hydroxide). The solvent is C(C)O (ethanol). Reaction conditions: time 1 hour. The product is C1(CCCC1)N1N=C(C2=C1N=C(C=C2C(=O)O)C2CC2)C (1-Cyclopentyl-6-cyclopropyl-3-methyl-1H-pyrazolo[3,4-b]pyridine-4-carboxylic acid). RXN SMILES: [CH:1]1([N:6]2[C:10]3[N:11]=[C:12]([CH:20]4[CH2:22][CH2:21]4)[CH:13]=[C:14]([C:15]([O:17]CC)=[O:16])[C:9]=3[C:8]([CH3:23])=[N:7]2)[CH2:5][CH2:4][CH2:3][CH2:2]1.[OH-].[Na+]>C(O)C>[CH:1]1([N:6]2[C:10]3[N:11]=[C:12]([CH:20]4[CH2:21][CH2:22]4)[CH:13]=[C:14]([C:15]([OH:17])=[O:16])[C:9]=3[C:8]([CH3:23])=[N:7]2)[CH2:5][CH2:4][CH2:3][CH2:2]1 |f:1.2|. Reported procedure: The title compound was prepared in the same manner as described for intermediate 46 using ethyl 1-cyclopentyl-6-cyclopropyl-3-methyl-1H-pyrazolo[3,4-b]pyridine-4-carboxylate (740 mg, 2.361 mmol), sodium hydroxide (4 ml, 4.00 mmol), and ethanol (30 mL), wherein the stir time was 1 h. The final product was collected as 0.530 g (79%). LCMS E-S (M+H)=286.3 1H NMR (400 MHz, DMSO-d6) δ ppm 0.96-1.12 (m, 4H) 1.52-1.74 (m, 2H) 1.82-2.13 (m, 6H) 2.26-2.37 (m, 1H) 2.55 (s, 3H) 5.17-5.30 (m, 1H) 7.43 (s, 1...